This data is from the Open Reaction Database (ORD), a public repository of structured organic reaction records. The task is: describe an organic reaction: reactants, conditions, products, and yield Starting materials: C1(=CC=CC=C1)P(C1=CC=CC=C1)C1=CC=CC=C1 (Triphenylphosphine), C(\C=C\CCC)O ((E)-hex-2-en-1-ol), C(CCCC)C12CCC(CC1)(CC2)C2=CC=C(C=C2)O (4-(4-pentylbicyclo[2.2.2]octyl)phenol), CCOC(=O)/N=N/C(=O)OCC (diethylazodicarboxylate). Run in O1CCCC1 (tetrahydrofuran). Run at time 8 hour. Product: C(\C=C\CCC)OC1=CC=C(C=C1)C12CCC(CC1)(CC2)CCCCC (1-(4-[(E)-hex-2-enyloxy]phenyl)-4-pentylbicyclo[2.2.2]octane). As a reaction SMILES: C1(P(C2C=CC=CC=2)C2C=CC=CC=2)C=CC=CC=1.[CH2:20]([OH:26])/[CH:21]=[CH:22]/[CH2:23][CH2:24][CH3:25].[CH2:27]([C:32]12[CH2:39][CH2:38][C:35]([C:40]3[CH:45]=[CH:44][C:43](O)=[CH:42][CH:41]=3)([CH2:36][CH2:37]1)[CH2:34][CH2:33]2)[CH2:28][CH2:29][CH2:30][CH3:31].CCOC(/N=N/C(OCC)=O)=O>O1CCCC1>[CH2:20]([O:26][C:43]1[CH:44]=[CH:45][C:40]([C:35]23[CH2:38][CH2:39][C:32]([CH2:27][CH2:28][CH2:29][CH2:30][CH3:31])([CH2:37][CH2:36]2)[CH2:33][CH2:34]3)=[CH:41][CH:42]=1)/[CH:21]=[CH:22]/[CH2:23][CH2:24][CH3:25]. Procedure: Triphenylphosphine (0.34 g, 0.0013 mol) was added in small portions to a solution of (E)-hex-2-en-1-ol (0.13 g, 0.0013 mol), 4-(4-pentylbicyclo[2.2.2]octyl)phenol (0.35 g, 0.0013 mol), diethylazodicarboxylate (0.22 g, 0.0013 mol) in dry tetrahydrofuran (20 cm3), cooled in an ice bath under an atmosphere of nitrogen. The reaction mixture was stirred at room temperature overnight. The solvent was removed under reduced pressure and the crude product was purified by column chromatography on silica g...